This data is from the Open Reaction Database (ORD), a public repository of structured organic reaction records. The task is: describe an organic reaction: reactants, conditions, products, and yield Reactants: ClC1=C2C3=C(C(NC2=NC=C1)=O)C=CC=C3 (1-Chloro-5H-benzo[c][1,8]naphthyridin-6-one), NC1=CC(=C(C=C1)O)F (4-amino-2-fluoro-phenol), C([O-])([O-])=O.[Cs+].[Cs+] (cesium carbonate). Solvent: CN(C)C=O (DMF), O (H2O). Reaction conditions: temperature 120 celsius, time 30 minute. Product: NC1=CC(=C(OC2=C3C4=C(C(NC3=NC=C2)=O)C=CC=C4)C=C1)F (1-(4-Amino-2-fluoro-phenoxy)-5H-benzo[c][1,8]naphthyridin-6-one). The yield is 89.9%. Reaction SMILES: Cl[C:2]1[CH:11]=[CH:10][N:9]=[C:8]2[C:3]=1[C:4]1[CH:16]=[CH:15][CH:14]=[CH:13][C:5]=1[C:6](=[O:12])[NH:7]2.[NH2:17][C:18]1[CH:23]=[CH:22][C:21]([OH:24])=[C:20]([F:25])[CH:19]=1.C(=O)([O-])[O-].[Cs+].[Cs+]>CN(C=O)C.O>[NH2:17][C:18]1[CH:23]=[CH:22][C:21]([O:24][C:2]2[CH:11]=[CH:10][N:9]=[C:8]3[C:3]=2[C:4]2[CH:16]=[CH:15][CH:14]=[CH:13][C:5]=2[C:6](=[O:12])[NH:7]3)=[C:20]([F:25])[CH:19]=1 |f:2.3.4|. Reported procedure: Compound 83 (250 mg, 1.08 mmol), 4-amino-2-fluoro-phenol (276 mg, 2.17 mmol), and cesium carbonate (1.41 g, 4.34 mmol) were suspended in DMF (5 mL), and stirred for 30 minutes at 120° C. in microwave. The reaction mixture was diluted with H2O. The resulting precipitate was filtered. The precipitate was tritturated with MeOH, filtered, washed with MeOH, and dried under vacuum to provide 182 (312 mg, 90% yield) as a solid. LC-MS (M+H=322, obsd.=322). Reactants: C(=O)OC(C)=O (Acetyl formate), C(=O)[O-].[Na+] (sodium formate), C(\C=C\CCCCCC)O (trans-2-nonen-1-ol). Solvent: O (water). Conditions: temperature 60 celsius. Product: C(=O)OC\C=C\CCCCCC (Trans-2-nonenyl formate). As a reaction SMILES: [CH:1]([O:3][C:4](=O)[CH3:5])=[O:2].C([O-])=O.[Na+].[CH2:11](O)/[CH:12]=[CH:13]/[CH2:14][CH2:15][CH2:16][CH2:17]CC>O>[CH:1]([O:3][CH2:4]/[CH:5]=[CH:11]/[CH2:12][CH2:13][CH2:14][CH2:15][CH2:16][CH3:17])=[O:2] |f:1.2|. Procedure: Acetyl formate (39.6 g, 0.45 mole) is added dropwise to a cooled mixture of sodium formate (6.8 g, 0.10 mole) and trans-2-nonen-1-ol (47.3 g, 0.33 mole). When the addition is complete, the reaction mixture temperature is maintained at 60°C for 7 hours. The mixture is cooled and diluted with water. The organic layer is separated and washed with 5% sodium bicarbonate, water and then dried over sodium sulfate. Trans-2-nonenyl formate, 419 g is obtained on distillation, b.p. 60°-5°C/50-55 mm. Reactants: CN(C)C=O, ClCc1ccc(Cl)c(Cl)c1, Cl, [H-], O=C1NC(=O)C2(N1)C(=O)Nc1ccccc12, [Na+], C1CCOC1, O. Yields the product O=C1NC(=O)C2(N1)C(=O)N(Cc1ccc(Cl)c(Cl)c1)c1ccccc12. RXN SMILES: [CH3:30][N:31]([CH3:32])[CH:33]=[O:34].[Cl:19][c:20]1[cH:21][c:22]([CH2:23][Cl:24])[cH:25][cH:26][c:27]1[Cl:28].[ClH:29].[H-:1].[NH:3]1[C:4](=[O:18])[C:5]2([NH:6][C:7](=[O:11])[NH:8][C:9]2=[O:10])[c:12]2[cH:13][cH:14][cH:15][cH:16][c:17]21.[Na+:2].[O:36]1[CH2:37][CH2:38][CH2:39][CH2:40]1.[OH2:35]>>[N:3]1([CH2:23][c:22]2[cH:21][c:20]([Cl:19])[c:27]([Cl:28])[cH:26][cH:25]2)[C:4](=[O:18])[C:5]2([NH:6][C:7](=[O:11])[NH:8][C:9]2=[O:10])[c:12]2[cH:13][cH:14][cH:15][cH:16][c:17]21. The reactants are [Cl-].[NH4+] (ammonium chloride), C1(CCCC1)OC=1C=C(C=O)C=CC1OC (3-cyclopentyloxy-4-methoxybenzaldehyde), resultant mixture, C[Mg]Br (methyl magnesium bromide). Product: C1(CCCC1)OC=1C=C(C=CC1OC)C(C)O (1-(3-cyclopentyloxy-4-methoxyphenyl)ethanol). The solvent is O1CCCC1 (tetrahydrofuran), O1CCCC1 (tetrahydrofuran). Procedure: A solution of 3-cyclopentyloxy-4-methoxybenzaldehyde (10.00 g, 45.40 mM) in dried tetrahydrofuran (100 ml) was cooled to 0° C., a tetrahydrofuran solution of methyl magnesium bromide (136.20 mM) was dropped into this solution, and the resultant mixture was stirred at that temperature for 2 hours. A aqueous ammonium chloride was added to the solution obtained, which was then warmed to room temperature and extracted with ethyl acetate. The extract was successively washed with brine and water. The ... Reaction SMILES: [CH:1]1([O:6][C:7]2[CH:8]=[C:9]([CH:12]=[CH:13][C:14]=2[O:15][CH3:16])[CH:10]=[O:11])[CH2:5][CH2:4][CH2:3][CH2:2]1.[CH3:17][Mg]Br.[Cl-].[NH4+]>O1CCCC1>[CH:1]1([O:6][C:7]2[CH:8]=[C:9]([CH:10]([OH:11])[CH3:17])[CH:12]=[CH:13][C:14]=2[O:15][CH3:16])[CH2:2][CH2:3][CH2:4][CH2:5]1 |f:2.3|. Reactants: [Al] (aluminum), COC1CN(C(C12CCN(CC2)C(=O)OC(C)(C)C)=O)C=2COC(C2C)=O (tert-Butyl 4-methoxy-2-(4-methyl-5-oxo-2,5-dihydrofuran-3-yl)-1-oxo-2,8-diazaspiro[4.5]decane-8-carboxylate), OC1CN(C(C12CCN(CC2)C(=O)OC(C)(C)C)=O)C=2COC(C2C)=O (tert-butyl 4-hydroxy-2-(4-methyl-5-oxo-2,5-dihydrofuran-3-yl)-1-oxo-2,8-diazaspiro[4.5]decane-8-carboxylate), IC (iodomethane). The reagents and catalysts are [Ag]=O (silver oxide). Solvent: C(C)#N (acetonitrile). Reaction conditions: temperature 58 celsius, time 15 hour. Product: COC1CN(C(C12CCNCC2)=O)C=2COC(C2C)=O (4-Methoxy-2-(4-methyl-5-oxo-2,5-dihydrofuran-3-yl)-2,8-diazaspiro[4.5]decan-1-one). As a reaction SMILES: [CH3:1][O:2][CH:3]1[C:7]2([CH2:12][CH2:11][N:10](C(OC(C)(C)C)=O)[CH2:9][CH2:8]2)[C:6](=[O:20])[N:5]([C:21]2[CH2:22][O:23][C:24](=[O:27])[C:25]=2[CH3:26])[CH2:4]1.OC1C2(CCN(C(OC(C)(C)C)=O)CC2)C(=O)N(C2COC(=O)C=2C)C1.IC.[Al]>C(#N)C.[Ag]=O>[CH3:1][O:2][CH:3]1[C:7]2([CH2:12][CH2:11][NH:10][CH2:9][CH2:8]2)[C:6](=[O:20])[N:5]([C:21]2[CH2:22][O:23][C:24](=[O:27])[C:25]=2[CH3:26])[CH2:4]1. Procedure: tert-Butyl 4-methoxy-2-(4-methyl-5-oxo-2,5-dihydrofuran-3-yl)-1-oxo-2,8-diazaspiro[4.5]decane-8-carboxylate (Enantiomer A and Enantiomer B): To a solution of tert-butyl 4-hydroxy-2-(4-methyl-5-oxo-2,5-dihydrofuran-3-yl)-1-oxo-2,8-diazaspiro[4.5]decane-8-carboxylate (100 mg, 0.273 mmol) in acetonitrile (1 mL) was added iodomethane (171 μL, 2.73 mmol) and silver oxide (69.6 mg, 0.300 mmol). The vial was sealed, wrapped with aluminum foil, and stirred at 58° C. for 15 h. The reaction mixture was fi... Reactants: OCCC1CN(CCO1)C(=O)OC(C)(C)C (tert-butyl 2-(2-hydroxyethyl)morpholine-4-carboxylate), N1C=NC=C1 (1H-imidazole), BrC(Br)(Br)Br (perbromomethane). The solvent is C(Cl)Cl (DCM), C(Cl)Cl (DCM). Conditions: time 8 hour. Product: BrCCC1CN(CCO1)C(=O)OC(C)(C)C (tert-Butyl 2-(2-bromoethyl)morpholine-4-carboxylate). Isolated yield 95.0%. As a reaction SMILES: O[CH2:2][CH2:3][CH:4]1[O:9][CH2:8][CH2:7][N:6]([C:10]([O:12][C:13]([CH3:16])([CH3:15])[CH3:14])=[O:11])[CH2:5]1.N1C=CN=C1.[Br:22]C(Br)(Br)Br>C(Cl)Cl>[Br:22][CH2:2][CH2:3][CH:4]1[O:9][CH2:8][CH2:7][N:6]([C:10]([O:12][C:13]([CH3:16])([CH3:15])[CH3:14])=[O:11])[CH2:5]1. Procedure: To a 25 mL round-bottomed flask at 0° C. was added tert-butyl 2-(2-hydroxyethyl)morpholine-4-carboxylate (0.176 g, 0.762 mmol), DCM (4 mL), 1H-imidazole (0.104 g, 1.524 mmol), perbromomethane (0.379 g, 1.143 mmol), and triphenylphoshphine (0.190 g, 0.723 mmol). The mixture was stirred overnight slowly reaching room temperature. The yellow solution was further diluted with 50 mL of DCM, washed with water, brine, dried over sodium sulfate, and filtered. The crude product was then pushed through a ...